The task is: describe an organic reaction: reactants, conditions, products, and yield. This data is from the Open Reaction Database (ORD), a public repository of structured organic reaction records. Reactants: C(C)(=O)C1=C(C(=C(OCCOC2=C(C(=O)O)C=CC=C2)C=C1)CCC)O (2-[2-(4-acetyl-3-hydroxy-2-propylphenoxy)ethoxy]benzoic acid), N1=CC(=CC=C1)CCCCN (3-pyridine butanamine). Yields the product C(C)(=O)C1=C(C(=C(OCCOC2=C(C(=O)NCCCCC=3C=NC=CC3)C=CC=C2)C=C1)CCC)O (2-[2-(4-Acetyl-3-hydroxy-2-propylphenoxy)ethoxy]-N-[4-(3-pyridinyl)butyl]benzamide). The yield is 77.0%. As a reaction SMILES: [C:1]([C:4]1[CH:22]=[CH:21][C:7]([O:8][CH2:9][CH2:10][O:11][C:12]2[CH:20]=[CH:19][CH:18]=[CH:17][C:13]=2[C:14](O)=[O:15])=[C:6]([CH2:23][CH2:24][CH3:25])[C:5]=1[OH:26])(=[O:3])[CH3:2].[N:27]1[CH:32]=[CH:31][CH:30]=[C:29]([CH2:33][CH2:34][CH2:35][CH2:36][NH2:37])[CH:28]=1>>[C:1]([C:4]1[CH:22]=[CH:21][C:7]([O:8][CH2:9][CH2:10][O:11][C:12]2[CH:20]=[CH:19][CH:18]=[CH:17][C:13]=2[C:14]([NH:37][CH2:36][CH2:35][CH2:34][CH2:33][C:29]2[CH:28]=[N:27][CH:32]=[CH:31][CH:30]=2)=[O:15])=[C:6]([CH2:23][CH2:24][CH3:25])[C:5]=1[OH:26])(=[O:3])[CH3:2]. Reported procedure: The reaction of 0.83 g of 2-[2-(4-acetyl-3-hydroxy-2-propylphenoxy)ethoxy]benzoic acid with 0.38 g (0.0026 mol) of 3-pyridine butanamine according to Example 40 gave 0.88 g, mp 77°-80°, (77% yield) of 2-[2-(4-Acetyl-3-hydroxy-2-propylphenoxy)ethoxy]-N-[4-(3-pyridinyl)butyl]benzamide, the title compound. Starting materials: CCON=CC(C(=O)c1ccc(Br)cc1CSC)C(=O)C1CC1, O=C(OO)c1cccc(Cl)c1, ClCCl. The product is CCON=CC(C(=O)c1ccc(Br)cc1CS(C)=O)C(=O)C1CC1. As a reaction SMILES: [Br:1][c:2]1[cH:3][c:4]([CH2:21][S:22][CH3:23])[c:5]([C:8]([CH:9]([C:10](=[O:11])[CH:12]2[CH2:13][CH2:14]2)[CH:15]=[N:16][O:17][CH2:18][CH3:19])=[O:20])[cH:6][cH:7]1.[Cl:24][c:25]1[cH:26][cH:27][cH:28][c:29]([C:30]([O:31][OH:33])=[O:32])[cH:34]1.[Cl:35][CH2:36][Cl:37]>>[Br:1][c:2]1[cH:3][c:4]([CH2:21][S:22]([CH3:23])=[O:32])[c:5]([C:8]([CH:9]([C:10](=[O:11])[CH:12]2[CH2:13][CH2:14]2)[CH:15]=[N:16][O:17][CH2:18][CH3:19])=[O:20])[cH:6][cH:7]1. Starting materials: CC(C)(C)OC(=O)N1CCC(n2ncc3c(Cl)ncnc32)CC1, O=C([O-])[O-], CCOC(C)=O, CN(C)C=O, [K+], [K+], O, Oc1cnc2[nH]ccc2c1. Product: CC(C)(C)OC(=O)N1CCC(n2ncc3c(Oc4cnc5[nH]ccc5c4)ncnc32)CC1. As a reaction SMILES: [C:1]([CH3:2])([CH3:3])([CH3:4])[O:5][C:6](=[O:7])[N:8]1[CH2:9][CH2:10][CH:11]([n:14]2[n:15][cH:16][c:17]3[c:18]2[n:19][cH:20][n:21][c:22]3[Cl:23])[CH2:12][CH2:13]1.[C:34](=[O:35])([O-:36])[O-:37].[CH3:40][CH2:41][O:42][C:43](=[O:44])[CH3:45].[CH3:46][N:47]([CH3:48])[CH:49]=[O:50].[K+:38].[K+:39].[OH2:51].[nH:24]1[cH:25][cH:26][c:27]2[c:28]1[n:29][cH:30][c:31]([OH:33])[cH:32]2>>[C:1]([CH3:2])([CH3:3])([CH3:4])[O:5][C:6](=[O:7])[N:8]1[CH2:9][CH2:10][CH:11]([n:14]2[n:15][cH:16][c:17]3[c:18]2[n:19][cH:20][n:21][c:22]3[O:33][c:31]2[cH:30][n:29][c:28]3[nH:24][cH:25][cH:26][c:27]3[cH:32]2)[CH2:12][CH2:13]1. Starting materials: OS(=O)(=O)O (H2SO4), [N+](=O)(O)[O-] (nitric acid), BrC1=C(C(=O)O)C=C(C=C1)F (2-Bromo-5-fluorobenzoic acid). The solvent is hexanes, ice water. Product: BrC1=C(C(=O)O)C=C(C=C1[N+](=O)[O-])F (2-bromo-5-fluoro-3-nitrobenzoic acid). Yield: 49.0%. Reaction SMILES: OS(O)(=O)=O.[N+:6]([O-:9])(O)=[O:7].[Br:10][C:11]1[CH:19]=[CH:18][C:17]([F:20])=[CH:16][C:12]=1[C:13]([OH:15])=[O:14]>>[Br:10][C:11]1[C:19]([N+:6]([O-:9])=[O:7])=[CH:18][C:17]([F:20])=[CH:16][C:12]=1[C:13]([OH:15])=[O:14]. Reported procedure: To a 3 liter round bottom flask was charged with 500 ml H2SO4. Fuming nitric acid was added (40 mL) and the mixture gently stirred. 2-Bromo-5-fluorobenzoic acid (60 g, 219 mmol) was added in 5 g portions over 90 minutes at 5-10° C. The mixture was stirred for 60 minutes at which time the reaction was completed. The mixture was poured into 1 liter of an ice/water mixture and extracted with EtOAc (3×600 mL). The combined organic extracts are dried (MgSO4) and concentrated under reduced pressure to...